From a dataset of the Open Reaction Database (ORD), a public repository of structured organic reaction records. describe an organic reaction: reactants, conditions, products, and yield The reactants are CC1(CNC2=CC(=CC=C12)NC(C1=C(N=CC=C1)NCC1=C2C(=NC=C1)NC=C2)=O)C (N-(3,3-Dimethyl-2,3-dihydro-1H-indol-6-yl)-2-[(1H-pyrrolo[2,3-b]pyridin-4-ylmethyl)amino]nicotinamide), C(C)(C)(C)OC(=O)N1[C@@H](CC1)C(=O)O ((2S)-azetidine-1,2-dicarboxylic acid-1-tert-butyl ester). Product: N1[C@@H](CC1)C(=O)N1CC(C2=CC=C(C=C12)NC(C1=C(N=CC=C1)NCC1=C2C(=NC=C1)NC=C2)=O)(C)C (N-{1-[(2S)-Azetidin-2-ylcarbonyl]-3,3-dimethyl-2,3-dihydro-1H-indol-6-yl}-2-[(1H-pyrrolo[2,3-b]pyridin-4-ylmethyl)amino]nicotinamide). As a reaction SMILES: [CH3:1][C:2]1([CH3:31])[C:10]2[C:5](=[CH:6][C:7]([NH:11][C:12](=[O:30])[C:13]3[CH:18]=[CH:17][CH:16]=[N:15][C:14]=3[NH:19][CH2:20][C:21]3[CH:26]=[CH:25][N:24]=[C:23]4[NH:27][CH:28]=[CH:29][C:22]=34)=[CH:8][CH:9]=2)[NH:4][CH2:3]1.C(OC([N:39]1[CH2:42][CH2:41][C@H:40]1[C:43](O)=[O:44])=O)(C)(C)C>>[NH:39]1[CH2:42][CH2:41][C@H:40]1[C:43]([N:4]1[C:5]2[C:10](=[CH:9][CH:8]=[C:7]([NH:11][C:12](=[O:30])[C:13]3[CH:18]=[CH:17][CH:16]=[N:15][C:14]=3[NH:19][CH2:20][C:21]3[CH:26]=[CH:25][N:24]=[C:23]4[NH:27][CH:28]=[CH:29][C:22]=34)[CH:6]=2)[C:2]([CH3:31])([CH3:1])[CH2:3]1)=[O:44]. Procedure details: The titled compound was prepared from N-(3,3-dimethyl-2,3-dihydro-1H-indol-6-yl)-2-[(1H-pyrrolo[2,3-b]pyridin-4-ylmethyl)amino]nicotinamide (Example 16) and (2S)-azetidine-1,2-dicarboxylic acid-1-tert-butyl ester by the method described in Example 13. MS (ES+): 496 (M+H). Calc'd. for C28H29N7O2—495.58. The reactants are CN(C1=CC=C(C=C1)N)C (N,N-dimethyl-p-phenylenediamine), C(CCCCCC)=O (heptanal), C(C)(=O)O[BH-](OC(C)=O)OC(C)=O (triacetoxyborohydride), C(O)([O-])=O.[Na+] (sodium hydrogen carbonate). The solvent is ClCCl (dichloromethane), C(C)(=O)O (acetic acid). Conditions: time 1 hour. Yields the product CN(C1=CC=C(C=C1)NCCCCCCC)C (N,N-dimethyl-N'-heptyl-p-phenylenediamine). The yield is 46.8%. RXN SMILES: [CH3:1][N:2]([CH3:10])[C:3]1[CH:8]=[CH:7][C:6]([NH2:9])=[CH:5][CH:4]=1.[CH:11](=O)[CH2:12][CH2:13][CH2:14][CH2:15][CH2:16][CH3:17].C(O[BH-](OC(=O)C)OC(=O)C)(=O)C.C(=O)([O-])O.[Na+]>ClCCl.C(O)(=O)C>[CH3:1][N:2]([CH3:10])[C:3]1[CH:8]=[CH:7][C:6]([NH:9][CH2:11][CH2:12][CH2:13][CH2:14][CH2:15][CH2:16][CH3:17])=[CH:5][CH:4]=1 |f:3.4|. Procedure: A mixture of 3.50 g of N,N-dimethyl-p-phenylenediamine, 4.592 g of heptanal, 9.095 g of triacetoxyborohydride, 1.841 g of acetic acid and 257 ml of dichloromethane was stirred at room temperature for one hour. A saturated sodium hydrogen carbonate solution is added to the mixture, and the mixture was extracted with ethyl acetate. The extract was washed and dried, and the solvent was removed under reduced pressure. The residue obtained was purified by silica gel column chromatography (solvent; he... The reactants are O=C(c1ncc[nH]1)c1ncc[nH]1, CCOc1cc(C(CC(=O)O)N2Cc3ccccc3C2=O)ccc1OC, Cl, NO, C1CCOC1. The product is CCOc1cc(C(CC(=O)NO)N2Cc3ccccc3C2=O)ccc1OC. As a reaction SMILES: [C:27]([c:28]1[nH:29][cH:30][cH:31][n:32]1)([c:33]1[nH:34][cH:35][cH:36][n:37]1)=[O:38].[CH2:1]([CH3:2])[O:3][c:4]1[cH:5][c:6]([CH:12]([CH2:13][C:14](=[O:15])[OH:16])[N:17]2[C:18](=[O:26])[c:19]3[cH:20][cH:21][cH:22][cH:23][c:24]3[CH2:25]2)[cH:7][cH:8][c:9]1[O:10][CH3:11].[ClH:39].[NH2:40][OH:41].[O:42]1[CH2:43][CH2:44][CH2:45][CH2:46]1>>[CH2:1]([CH3:2])[O:3][c:4]1[cH:5][c:6]([CH:12]([CH2:13][C:14](=[O:15])[NH:40][OH:41])[N:17]2[C:18](=[O:26])[c:19]3[cH:20][cH:21][cH:22][cH:23][c:24]3[CH2:25]2)[cH:7][cH:8][c:9]1[O:10][CH3:11]. Reactants: C(C)OC(C1=CC=C(C=C1)N1C(N(C(C12CCCCC2)=O)CC(NC2=C(C=CC=C2C(C)C)C(C)C)=O)=O)=O (4-{3-[(2,6-diisopropylphenylcarbamoyl)-methyl]-2,4-dioxo-1,3-diazaspiro[4.5]dec-1-yl}benzoic acid ethyl ester). Reagents/catalysts: S(O)(O)(=O)=O (sulfuric acid). Solvent: CO (methanol). Yields the product COC(C1=CC=C(C=C1)N1C(N(C(C12CCCCC2)=O)CC(NC2=C(C=CC=C2C(C)C)C(C)C)=O)=O)=O (4-{3-[(2,6-diisopropylphenylcarbamoyl)methyl]-2,4-dioxo-1,3-diaza-spiro[4.5]dec-1-yl}benzoic acid methyl ester). Reaction SMILES: [CH2:1]([O:3][C:4](=[O:39])[C:5]1[CH:10]=[CH:9][C:8]([N:11]2[C:15]3([CH2:20][CH2:19][CH2:18][CH2:17][CH2:16]3)[C:14](=[O:21])[N:13]([CH2:22][C:23](=[O:37])[NH:24][C:25]3[C:30]([CH:31]([CH3:33])[CH3:32])=[CH:29][CH:28]=[CH:27][C:26]=3[CH:34]([CH3:36])[CH3:35])[C:12]2=[O:38])=[CH:7][CH:6]=1)C>CO.S(=O)(=O)(O)O>[CH3:1][O:3][C:4](=[O:39])[C:5]1[CH:10]=[CH:9][C:8]([N:11]2[C:15]3([CH2:20][CH2:19][CH2:18][CH2:17][CH2:16]3)[C:14](=[O:21])[N:13]([CH2:22][C:23](=[O:37])[NH:24][C:25]3[C:30]([CH:31]([CH3:33])[CH3:32])=[CH:29][CH:28]=[CH:27][C:26]=3[CH:34]([CH3:35])[CH3:36])[C:12]2=[O:38])=[CH:7][CH:6]=1. Procedure: 33 mg of 4-{3-[(2,6-diisopropylphenylcarbamoyl)-methyl]-2,4-dioxo-1,3-diazaspiro[4.5]dec-1-yl}benzoic acid ethyl ester are dissolved in 10 ml of methanol, 1 drop of concentrated sulfuric acid is added and the solution is refluxed for 18 hours. The mixture is stirred at reflux for 72 hours. The solvent is evaporated off. The residue is dissolved in DCM, heptane is added until slight cloudiness appears, and the solution is stirred at room temperature under nitrogen for 16 hours. The product 4-{3-[... Run in CO (methanol). Procedure: To a solution of 400 mg (0.85 mmol) of 6-[4-(imidazo[1,2-a]pyridin-5-ylthio)butyl]-1,1-dioxo-8-phenyl-2,3-dihydro-5H-thiazolo-[3,2-c]pyrimidine-5,7(6H)-dione in 20 ml of methanol, 0.10 ml of concentrated hydrochloric acid was added. After the reaction mixture was concentrated to dryness, diethyl ether was added to the residue. The resulting crystal was collected by filtration and dried to yield 430 mg (97.4%, light white powder) of the desired product. Reaction SMILES: [N:1]1[CH:2]=[CH:3][N:4]2[C:9]([S:10][CH2:11][CH2:12][CH2:13][CH2:14][N:15]3[C:20](=[O:21])[C:19]([C:22]4[CH:27]=[CH:26][CH:25]=[CH:24][CH:23]=4)=[C:18]4[S:28](=[O:32])(=[O:31])[CH2:29][CH2:30][N:17]4[C:16]3=[O:33])=[CH:8][CH:7]=[CH:6][C:5]=12.[ClH:34]>CO>[ClH:34].[N:1]1[CH:2]=[CH:3][N:4]2[C:9]([S:10][CH2:11][CH2:12][CH2:13][CH2:14][N:15]3[C:20](=[O:21])[C:19]([C:22]4[CH:27]=[CH:26][CH:25]=[CH:24][CH:23]=4)=[C:18]4[S:28](=[O:32])(=[O:31])[CH2:29][CH2:30][N:17]4[C:16]3=[O:33])=[CH:8][CH:7]=[CH:6][C:5]=12 |f:3.4|. Reactants: N=1C=CN2C1C=CC=C2SCCCCN2C(N1C(=C(C2=O)C2=CC=CC=C2)S(CC1)(=O)=O)=O (6-[4-(imidazo[1,2-a]pyridin-5-ylthio)butyl]-1,1-dioxo-8-phenyl-2,3-dihydro-5H-thiazolo-[3,2-c]pyrimidine-5,7(6H)-dione), Cl (hydrochloric acid). The product is Cl.N=1C=CN2C1C=CC=C2SCCCCN2C(N1C(=C(C2=O)C2=CC=CC=C2)S(CC1)(=O)=O)=O (6-[4-(imidazo[1,2-a]pyridin-5-ylthio)-butyl]-1,1-dioxo-8-phenyl-2,3-dihydro-5H-thiazolo[3,2-c]pyrimidine-5,7(6H)-dione hydrochloride). The reactants are ClCC1=CC(NC(N1)=O)=O (6-(chloromethyl)uracil), FC1=C2C(=CC3=C1OCCO3)OCC23C(NC2=CC=CC=C32)=O (9-fluoro-2,3-dihydro-spiro[furo[2,3-g][1,4]benzodioxine-8,3′-indol]-2′(1′H)-one), Br.BrCC1=NC=CC=C1 (2-(bromomethyl)pyridine hydrobromide), N1C(C2(C3=CC=CC=C13)COC=1C2=CC2=C(OCO2)C1)=O (spiro[furo[2,3-f][1,3]benzodioxole-7,3′-indol]-2′(1′H)-one). Product: O=C1N(C2=CC=CC=C2C12COC=1C2=CC2=C(OCO2)C1)CC1=CC(NC(N1)=O)=O (6-[(2′-oxospiro[furo[2,3-f][1,3]benzodioxole-7,3′-indol]-1′(2′H)-yl)methyl]pyrimidine-2,4(1H,3H)-dione). RXN SMILES: Cl[CH2:2][C:3]1[NH:8][C:7](=[O:9])[NH:6][C:5](=[O:10])[CH:4]=1.Br.BrCC1C=CC=CN=1.[NH:20]1[C:28]2[C:23](=[CH:24][CH:25]=[CH:26][CH:27]=2)[C:22]2([C:32]3=[CH:33][C:34]4[O:38][CH2:37][O:36][C:35]=4[CH:39]=[C:31]3[O:30][CH2:29]2)[C:21]1=[O:40].FC1C2OCCOC=2C=C2OCC3(C4C(=CC=CC=4)NC3=O)C=12>>[O:40]=[C:21]1[C:22]2([C:32]3=[CH:33][C:34]4[O:38][CH2:37][O:36][C:35]=4[CH:39]=[C:31]3[O:30][CH2:29]2)[C:23]2[C:28](=[CH:27][CH:26]=[CH:25][CH:24]=2)[N:20]1[CH2:2][C:3]1[NH:8][C:7](=[O:9])[NH:6][C:5](=[O:10])[CH:4]=1 |f:1.2|. Procedure: Following the procedure as described in EXAMPLE 5.25 and making non-critical variations using 6-(chloromethyl)uracil to replace 2-(bromomethyl)pyridine hydrobromide, and spiro[furo[2,3-f][1,3]benzodioxole-7,3′-indol]-2′(1′H)-one to replace 9-fluoro-2,3-dihydro-spiro[furo[2,3-g][1,4]benzodioxine-8,3′-indol]-2′(1′H)-one, 6-[(2′-oxospiro[furo[2,3-f][1,3]benzodioxole-7,3′-indol]-1′(2′H)-yl)methyl]pyrdimidine-2,4(1H,3H)-dione was obtained (5%) as an off-white solid: mp>300° C.; 1H NMR (300 MHz, DMSO-... Reactants: CCOC(=O)c1[nH]cc(C)c1CC, ClCCCl, [I-], Ic1ccc[nH]1, [Na+], [Na+], O=C([O-])O, O. The product is CCOC(=O)c1[nH]c(I)c(C)c1CC. RXN SMILES: [CH2:7]([CH3:8])[c:9]1[c:10]([C:15](=[O:16])[O:17][CH2:18][CH3:19])[nH:11][cH:12][c:13]1[CH3:14].[Cl:28][CH2:29][CH2:30][Cl:31].[I-:25].[I:1][c:2]1[nH:3][cH:4][cH:5][cH:6]1.[Na+:24].[Na+:26].[O-:20][C:21]([OH:22])=[O:23].[OH2:27]>>[I:1][c:12]1[nH:11][c:10]([C:15](=[O:16])[O:17][CH2:18][CH3:19])[c:9]([CH2:7][CH3:8])[c:13]1[CH3:14]. The reactants are FC1=C(C=C(C(=C1)Cl)O)NC(OCC)=O (ethyl N-(2-fluoro-4-chloro-5-hydroxyphenyl)carbamate), C([O-])([O-])=O.[K+].[K+] (potassium carbonate), C1(CCCC1)Br (cyclopentyl bromide). The solvent is C(C)#N (acetonitrile). Conditions: time 7 hour. Yields the product FC1=C(C=C(C(=C1)Cl)OC1CCCC1)NC(OCC)=O (ethyl N-(2-fluoro-4-chloro-5-cyclopentyloxyphenyl)carbamate). Isolated yield 98.3%. Reaction SMILES: [F:1][C:2]1[CH:7]=[C:6]([Cl:8])[C:5]([OH:9])=[CH:4][C:3]=1[NH:10][C:11](=[O:15])[O:12][CH2:13][CH3:14].C(=O)([O-])[O-].[K+].[K+].[CH:22]1(Br)[CH2:26][CH2:25][CH2:24][CH2:23]1>C(#N)C>[F:1][C:2]1[CH:7]=[C:6]([Cl:8])[C:5]([O:9][CH:22]2[CH2:26][CH2:25][CH2:24][CH2:23]2)=[CH:4][C:3]=1[NH:10][C:11](=[O:15])[O:12][CH2:13][CH3:14] |f:1.2.3|. Reported procedure: Then, a solution of the resulting ethyl N-(2-fluoro-4-chloro-5-hydroxyphenyl)carbamate (10.0 g, 42.8 mmol) and potassium carbonate (8.87 g, 64.2 mmol) in acetonitrile (150 ml) was stirred for 1 hour at 80° C. Then, cyclopentyl bromide (9.57 g, 84.2 mmol) was added dropwise thereto, followed by reacting for further 7 hours. After completion of the reaction, tile solvent was distilled off under reduced pressure, and the residue was made acidic by adding 1N hydrochloric acid (100 ml) and extracted ... Reactants: C1CCOC1, [Li]CCCC, C[Si](C)(C)c1nccs1, COC(=O)c1ccccc1[N+](=O)[O-]. Product: C[Si](C)(C)c1ncc(C(=O)c2ccccc2[N+](=O)[O-])s1. RXN SMILES: [CH2:28]1[O:29][CH2:30][CH2:31][CH2:32]1.[CH3:10][CH2:11][CH2:12][CH2:13][Li:14].[CH3:1][Si:2]([c:3]1[s:4][cH:5][cH:6][n:7]1)([CH3:8])[CH3:9].[N+:15](=[O:16])([O-:17])[c:18]1[c:19]([C:20](=[O:21])[O:22][CH3:23])[cH:24][cH:25][cH:26][cH:27]1>>[CH3:1][Si:2]([c:3]1[s:4][c:5]([C:20]([c:19]2[c:18]([N+:15](=[O:16])[O-:17])[cH:27][cH:26][cH:25][cH:24]2)=[O:21])[cH:6][n:7]1)([CH3:8])[CH3:9]. Reactants: N1(CCCC1)C1=NC=C(C(=O)OC)C=C1 (methyl 6-(pyrrolidine-1-yl)nicotinoate). The solvent is Cl (hydrochloric acid). Conditions: temperature 40 celsius, time 8 hour. The product is N1(CCCC1)C1=NC=C(C(=O)O)C=C1 (6-(pyrrolidine-1-yl)nicotinic acid). As a reaction SMILES: [N:1]1([C:6]2[CH:15]=[CH:14][C:9]([C:10]([O:12]C)=[O:11])=[CH:8][N:7]=2)[CH2:5][CH2:4][CH2:3][CH2:2]1>Cl>[N:1]1([C:6]2[CH:15]=[CH:14][C:9]([C:10]([OH:12])=[O:11])=[CH:8][N:7]=2)[CH2:2][CH2:3][CH2:4][CH2:5]1. Procedure: 1.0 g (4.85 mol) of methyl 6-(pyrrolidine-1-yl)nicotinoate was dissolved in 10 ml of conc. hydrochloric acid and stirred at 40° C. overnight. The solvent was distilled off whereby the hydrochloride of the title compound was obtained.